Dataset: the Open Reaction Database (ORD), a public repository of structured organic reaction records. Task: describe an organic reaction: reactants, conditions, products, and yield The reactants are CO, OCC1CO1, COc1ccc(C2=NC(c3ccc(Cl)cc3)C(c3ccc(Cl)cc3)N2C(=O)N2CCNCC2)c(OC(C)C)c1. Product: COc1ccc(C2=NC(c3ccc(Cl)cc3)C(c3ccc(Cl)cc3)N2C(=O)N2CCN(CC(O)CO)CC2)c(OC(C)C)c1. Reaction SMILES: [CH3:45][OH:46].[CH:40]1([CH2:41][OH:42])[CH2:43][O:44]1.[Cl:1][c:2]1[cH:3][cH:4][c:5]([CH:8]2[N:9]=[C:10]([c:28]3[c:29]([O:36][CH:37]([CH3:38])[CH3:39])[cH:30][c:31]([O:34][CH3:35])[cH:32][cH:33]3)[N:11]([C:20](=[O:21])[N:22]3[CH2:23][CH2:24][NH:25][CH2:26][CH2:27]3)[CH:12]2[c:13]2[cH:14][cH:15][c:16]([Cl:19])[cH:17][cH:18]2)[cH:6][cH:7]1>>[Cl:1][c:2]1[cH:3][cH:4][c:5]([CH:8]2[N:9]=[C:10]([c:28]3[c:29]([O:36][CH:37]([CH3:38])[CH3:39])[cH:30][c:31]([O:34][CH3:35])[cH:32][cH:33]3)[N:11]([C:20](=[O:21])[N:22]3[CH2:23][CH2:24][N:25]([CH2:43][CH:40]([CH2:41][OH:42])[OH:44])[CH2:26][CH2:27]3)[CH:12]2[c:13]2[cH:14][cH:15][c:16]([Cl:19])[cH:17][cH:18]2)[cH:6][cH:7]1. Reactants: Cl.N1CCCCC1 (piperidine hydrochloride), C(C1=CC=CC=C1)N1CCC(CC1)=O (1-benzylpiperid-4-one), [C-]#N.[Na+] (NaCN). The solvent is CO.O (MeOH H2O), O (water). Conditions: time 48 hour. The product is Cl.Cl.C1(=CC=CC=C1)C1(CCNCC1)N1CCCCC1 (4-Phenyl-4-(piperid-1-yl)piperidine dihydrochloride). Yield: 170.2%. RXN SMILES: [ClH:1].[NH:2]1[CH2:7][CH2:6]C[CH2:4][CH2:3]1.[CH2:8]([N:15]1[CH2:20][CH2:19][C:18](=O)[CH2:17][CH2:16]1)[C:9]1[CH:14]=[CH:13][CH:12]=[CH:11][CH:10]=1.[C-]#N.[Na+]>CO.O.O>[ClH:1].[ClH:1].[C:9]1([C:8]2([N:15]3[CH2:20][CH2:19][CH2:18][CH2:17][CH2:16]3)[CH2:6][CH2:7][NH:2][CH2:3][CH2:4]2)[CH:14]=[CH:13][CH:12]=[CH:11][CH:10]=1 |f:0.1,3.4,5.6,8.9.10|. Reported procedure: 12.16 g of piperidine hydrochloride and 18.9 g of 1-benzylpiperid-4-one are dissolved in 50 ml of an MeOH/H2O mixture (50/50; v/v). 5.3 g of NaCN dissolved in 20 ml of water are added dropwise. After stirring for 48 hours, the precipitate formed is filtered, rinsed with water and dried to give 27 g of the expected product. Starting materials: CCO, Cl, [Na+], [OH-], CCOC(=O)CCCOn1nnc2ccc(Cn3ccnc3)cc21. Product: O=C(O)CCCOn1nnc2ccc(Cn3ccnc3)cc21. Reaction SMILES: [CH3:28][CH2:29][OH:30].[ClH:27].[Na+:26].[OH-:25].[n:1]1([CH2:6][c:7]2[cH:8][cH:9][c:10]3[c:11]([n:12]([O:15][CH2:16][CH2:17][CH2:18][C:19](=[O:20])[O:21][CH2:22][CH3:23])[n:13][n:14]3)[cH:24]2)[cH:2][n:3][cH:4][cH:5]1>>[n:1]1([CH2:6][c:7]2[cH:8][cH:9][c:10]3[c:11]([n:12]([O:15][CH2:16][CH2:17][CH2:18][C:19](=[O:20])[OH:21])[n:13][n:14]3)[cH:24]2)[cH:2][n:3][cH:4][cH:5]1. Starting materials: C1(=CC=CC=C1)[C@H]1[C@@H](C1)N ((trans)-2-phenylcyclopropanamine), ClCC=O (chloroacetaldehyde), [BH3-]C#N.[Na+] (NaBH3CN). The solvent is [NH4+].[Cl-] (NH4Cl). Conditions: temperature 0 celsius. Product: ClCCN[C@H]1[C@@H](C1)C1=CC=CC=C1 (N-(2-chloroethyl)-N-[(trans)-2-phenylcyclopropyl]amine). Yield: 72.0%. As a reaction SMILES: [C:1]1([C@@H:7]2[CH2:9][C@H:8]2[NH2:10])[CH:6]=[CH:5][CH:4]=[CH:3][CH:2]=1.[Cl:11][CH2:12][CH:13]=O.[BH3-]C#N.[Na+]>[NH4+].[Cl-]>[Cl:11][CH2:12][CH2:13][NH:10][C@@H:8]1[CH2:9][C@H:7]1[C:1]1[CH:6]=[CH:5][CH:4]=[CH:3][CH:2]=1 |f:2.3,4.5|. Reported procedure: The (trans)-2-phenylcyclopropanamine previously obtained was added to activated and dried molecular sieves (3 A), proceeding with several vacuum and argon cycles. DCM (120 mL) was added and stirred before adding chloroacetaldehyde (1.5 mL, 12.0 mmol) and stirring for 4 hours. The reaction was cooled to 0° C. and NaBH3CN (0.88 g, 14.0 mmol) was added. The mixture was stirred at room temperature overnight. NH4Cl (20 mL) was added and the organic layer was extracted, dried with MgSO4 and filtered. ...